Dataset: the Open Reaction Database (ORD), a public repository of structured organic reaction records. Task: describe an organic reaction: reactants, conditions, products, and yield The reactants are NC[C@@H]1CC[C@H](CC1)C(=O)OC (trans-methyl 4-(aminomethyl)cyclohexanecarboxylate), C[Mg]Br (methylmagnesium bromide), CC(OCC)=O (EA). Run in C1CCOC1 (THF). Reaction conditions: time 2 hour. The product is NC[C@@H]1CC[C@H](CC1)C(C)(C)O (2-(trans-4-(aminomethyl)cyclohexyl)propan-2-ol). Yield: 39.2%. As a reaction SMILES: [NH2:1][CH2:2][C@H:3]1[CH2:8][CH2:7][C@H:6](C(OC)=O)[CH2:5][CH2:4]1.[CH3:13][Mg]Br.CC(=O)[O:18][CH2:19][CH3:20]>C1COCC1>[NH2:1][CH2:2][C@H:3]1[CH2:8][CH2:7][C@H:6]([C:19]([OH:18])([CH3:20])[CH3:13])[CH2:5][CH2:4]1. Reported procedure: To a solution of trans-methyl 4-(aminomethyl)cyclohexanecarboxylate (1 g, 5.8 mmol) in THF (50 mL) was added dropwise methylmagnesium bromide (7.7 mL, 23.2 mmol) at −78° C. The mixture was stirred at room temperature for 2 h. TLC (PE:EA=5:1) showed the reaction was complete. The mixture was quenched by the addition of NH4Cl (100 mL) and extracted with EtOAc (100 mL×3). The combined extracts were dried over Na2SO4, filtered and concentrated in vacuo to give 2-(trans-4-(aminomethyl)cyclohexyl)prop...